From a dataset of the Open Reaction Database (ORD), a public repository of structured organic reaction records. describe an organic reaction: reactants, conditions, products, and yield The reactants are ClC1=CC=C(C=C1)C1=CC=C(O1)C=O (5-(4-chlorophenyl)furan-2-carbaldehyde). Reagents/catalysts: O.[Ru](=O)=O (ruthenium(IV) oxide hydrate). The product is ClC1=CC=C(C=C1)[C@@H]1CC[C@@H](O1)CO ([cis-5-(4-chlorophenyl)tetrahydrofuran-2-yl]methanol). RXN SMILES: [Cl:1][C:2]1[CH:7]=[CH:6][C:5]([C:8]2[O:12][C:11]([CH:13]=[O:14])=[CH:10][CH:9]=2)=[CH:4][CH:3]=1>O.[Ru](=O)=O>[Cl:1][C:2]1[CH:7]=[CH:6][C:5]([C@H:8]2[O:12][C@@H:11]([CH2:13][OH:14])[CH2:10][CH2:9]2)=[CH:4][CH:3]=1 |f:1.2|. Procedure details: The requisite [cis-5-(4-chlorophenyl)tetrahydrofuran-2-yl]methanol was prepared by hydrogenation of 5-(4-chlorophenyl)furan-2-carbaldehyde in the presence of ruthenium(IV) oxide hydrate.